The task is: describe an organic reaction: reactants, conditions, products, and yield. This data is from the Open Reaction Database (ORD), a public repository of structured organic reaction records. The reactants are CC1(OC1)CCCC(C)C (2-methyl-2-[4-methylpentyl]oxirane), CC([O-])C.[Al+3].CC([O-])C.CC([O-])C (aluminum isopropoxide), C(C)(C)O (isopropyl alcohol). Solvent: C1(=CC=CC=C1)C (toluene). The product is CC(CO)=CCCC(C)C (2,6-Dimethyl-2-hepten-1-ol). Yield: 93.0%. RXN SMILES: [CH3:1][C:2]1([CH2:5][CH2:6][CH2:7][CH:8]([CH3:10])[CH3:9])[CH2:4][O:3]1.CC(C)[O-].[Al+3].CC(C)[O-].CC(C)[O-].C(O)(C)C>C1(C)C=CC=CC=1>[CH3:1][C:2](=[CH:5][CH2:6][CH2:7][CH:8]([CH3:10])[CH3:9])[CH2:4][OH:3] |f:1.2.3.4|. Procedure: Using a procedure suggested by S. Terao, et al., Synthesis, 467 (1979), a mixture of 521 mg (3.66 mmoles) of 2-methyl-2-[4-methylpentyl]oxirane (produced in accordance with Example XV) and 1.73 g (8.47 mmoles of aluminum isopropoxide in 10 mL of toluene was heated at reflux for 3.75 hours. [Note: On a larger scale, the isopropyl alcohol formed during the reaction can be continuously removed by fractional distillation, thereby enabling one to use considerably less aluminum isopropoxide to effect ... Run in CN(C)C=O (DMF). As a reaction SMILES: [H-].[Na+].[CH2:3]([OH:10])[C:4]1[CH:9]=[CH:8][CH:7]=[CH:6][CH:5]=1.Cl[C:12]1[N:17]=[C:16](Cl)[CH:15]=[C:14]([CH3:19])[N:13]=1.[Cl-].[NH4+]>CN(C=O)C>[CH2:3]([O:10][C:12]1[N:17]=[C:16]([O:10][CH2:3][C:4]2[CH:9]=[CH:8][CH:7]=[CH:6][CH:5]=2)[CH:15]=[C:14]([CH3:19])[N:13]=1)[C:4]1[CH:9]=[CH:8][CH:7]=[CH:6][CH:5]=1 |f:0.1,4.5|. Yield: 57.1%. Procedure: To a solution of sodium hydride (3.2 g, 80 mmol) in DMF (20 ml) was added under ice-cooling benzylalcohol (8.6 g, 80 mmol). To the solution was added 2,4-dichloro-6-methylpyrimidine (3.2 g, 20 mmol). The mixture was stirred at room temperature for 1 hour. To the reaction mixture was added an aqueous solution of ammonium chloride. The mixture was extracted with diethyl ether, washed with water, dried and concentrated. The obtained residue was chromatographed on silica gel (n-hexane-ethyl acetate)... Reactants: [Cl-].[NH4+] (ammonium chloride), [H-].[Na+] (sodium hydride), ClC1=NC(=CC(=N1)Cl)C (2,4-dichloro-6-methylpyrimidine), C(C1=CC=CC=C1)O (benzylalcohol). Reaction conditions: time 1 hour. Yields the product C(C1=CC=CC=C1)OC1=NC(=CC(=N1)OCC1=CC=CC=C1)C (2,4-bisbenzyloxy-6-methylpyrimidine). Reactants: Cl, CC(C)(C)OC(=O)N1CCC(Cc2ccc3nc(-c4c(F)ccc5[nH]ccc45)nc(N4CCOCC4)c3n2)CC1, C1COCCO1. Product: Fc1ccc2[nH]ccc2c1-c1nc(N2CCOCC2)c2nc(CC3CCNCC3)ccc2n1. As a reaction SMILES: [ClH:41].[F:1][c:2]1[c:3](-[c:11]2[n:12][c:13]([N:35]3[CH2:36][CH2:37][O:38][CH2:39][CH2:40]3)[c:14]3[c:15]([n:16]2)[cH:17][cH:18][c:19]([CH2:21][CH:22]2[CH2:23][CH2:24][N:25]([C:28]([O:29][C:30]([CH3:31])([CH3:32])[CH3:33])=[O:34])[CH2:26][CH2:27]2)[n:20]3)[c:4]2[cH:5][cH:6][nH:7][c:8]2[cH:9][cH:10]1.[O:42]1[CH2:43][CH2:44][O:45][CH2:46][CH2:47]1>>[F:1][c:2]1[c:3](-[c:11]2[n:12][c:13]([N:35]3[CH2:36][CH2:37][O:38][CH2:39][CH2:40]3)[c:14]3[c:15]([n:16]2)[cH:17][cH:18][c:19]([CH2:21][CH:22]2[CH2:23][CH2:24][NH:25][CH2:26][CH2:27]2)[n:20]3)[c:4]2[cH:5][cH:6][nH:7][c:8]2[cH:9][cH:10]1. Reactants: O=C(C(=O)OC)CCC=C (methyl 2-oxo-5-hexenoate), C1(=CC=CC=C1)NN (phenylhydrazine). Reagents/catalysts: C1(=CC=C(C=C1)S(=O)(=O)O)C (p-toluenesulfonic acid). Run in C1=CC=CC=C1 (benzene). Run at time 1 hour. The product is COC(=O)C=1NC2=CC=CC=C2C1CC=C (3-allyl-2-indolecarboxylic acid methyl ester). The yield is 46.2%. As a reaction SMILES: O=[C:2]([CH2:7][CH2:8][CH:9]=[CH2:10])[C:3]([O:5][CH3:6])=[O:4].[C:11]1([NH:17]N)[CH:16]=[CH:15][CH:14]=[CH:13][CH:12]=1>C1C=CC=CC=1.C1(C)C=CC(S(O)(=O)=O)=CC=1>[CH3:6][O:5][C:3]([C:2]1[NH:17][C:11]2[C:16]([C:7]=1[CH2:8][CH:9]=[CH2:10])=[CH:15][CH:14]=[CH:13][CH:12]=2)=[O:4]. Reported procedure: The solution of methyl 2-oxo-5-hexenoate (19.5 g), phenylhydrazine (14.8 g) and anhydrous p-toluenesulfonic acid (0.5 g) in dry benzene was refluxed for 0.5 hour. The solution of anhydrous p-toluenesulfonic acid (35.3 g) in dry-benzene (150 ml) was added to the solution at 50° C. over five minutes. After being stirred at 50°-60° C. for 1 hour, the mixture was refluxed for 2 hours. After cooling, the reaction mixture was diluted with chilled water and extracted twice with ethyl acetate. The organ... Reaction SMILES: [CH:1]12C[CH:4]([CH:5]=[CH:6]1)[CH2:3][CH:2]2[C:8]([CH:10]([C:14]([OH:16])=[O:15])[C:11]([OH:13])=[O:12])=O.C12C=CC(CC1)CCC2[CH:26]=[O:27].O1CC[CH2:30][CH2:29]1>>[CH:2]12[CH:1]=[CH:6][CH:5]([CH2:4][CH2:3]1)[CH2:30][CH2:29][CH:8]2[C:10]([CH2:26][OH:27])([C:14]([OH:16])=[O:15])[C:11]([OH:13])=[O:12]. Yield: 124.5%. Procedure details: To a solution containing sodium malonate (17.0 g) of Example 7 in dry tetrahydrofuran (100 g), bicyclo[3,2,2]non-8-ene-2-carboxaldehyde (15 g) obtained in Preparation Example 6 is slowly added, and the reaction is carried out at −20° C. in a nitrogen atmosphere for 1 hour, and then at 50° C. for 10 hours. Then, the reaction mixture is worked up as in the procedure of Example 1, to obtain 24 g of the pure title compound (purity: 99%, yield: 90%). The product is C12C(CCC(CC1)C=C2)C(C(=O)O)(C(=O)O)CO (bicyclo[3,2,2]non-8-ene-2-ylhydroxymethylmalonic acid). Run at time 1 hour. The reactants are C12C(CC(C=C1)C2)C(=O)C(C(=O)O)C(=O)O (5-norbornene-2-carbonyl malonic acid), C12C(CCC(CC1)C=C2)C=O (bicyclo[3,2,2]non-8-ene-2-carboxaldehyde), O1CCCC1 (tetrahydrofuran). The reactants are N1(CCOCC1)C(=O)N1CC(CC(C1)C1=CC=C(C=C1)OC(F)(F)F)C(=O)O (1-(Morpholin-4-ylcarbonyl)-5-[4-(trifluoromethoxy)phenyl]piperidine-3-carboxylic acid), CN(CC(=O)NN)C (2-(dimethylamino)acetohydrazide). The product is CN(C)CC1=NN=C(O1)C1CN(CC(C1)C1=CC=C(C=C1)OC(F)(F)F)C(=O)N1CCOCC1 ({3-{5-[(Dimethylamino)methyl]-1,3,4-oxadiazol-2-yl}-5-[4-(trifluoromethoxy)phenyl]piperidin-1-yl}(morpholin-4-yl)methanone). RXN SMILES: [N:1]1([C:7]([N:9]2[CH2:14][CH:13]([C:15]3[CH:20]=[CH:19][C:18]([O:21][C:22]([F:25])([F:24])[F:23])=[CH:17][CH:16]=3)[CH2:12][CH:11]([C:26](O)=[O:27])[CH2:10]2)=[O:8])[CH2:6][CH2:5][O:4][CH2:3][CH2:2]1.[CH3:29][N:30]([CH3:36])[CH2:31][C:32]([NH:34][NH2:35])=O>>[CH3:29][N:30]([CH2:31][C:32]1[O:27][C:26]([CH:11]2[CH2:12][CH:13]([C:15]3[CH:16]=[CH:17][C:18]([O:21][C:22]([F:23])([F:24])[F:25])=[CH:19][CH:20]=3)[CH2:14][N:9]([C:7]([N:1]3[CH2:2][CH2:3][O:4][CH2:5][CH2:6]3)=[O:8])[CH2:10]2)=[N:35][N:34]=1)[CH3:36]. Procedure details: 100 mg (0.249 mmol) of the compound from Example 44A and 42 mg (0.275 mmol) of 2-(dimethylamino)acetohydrazide were reacted according to the General Method 4. Yield: 13 mg (11% of theory). Reactants: OC1(COC1)C1=CC(=NC(=C1)C(F)(F)F)OC1CCN(CC1)C(=O)OC(C)(C)C (tert-butyl 4-{[4-(3-hydroxyoxetan-3-yl)-6-(trifluoromethyl)pyridin-2-yl]oxy}piperidine-1-carboxylate), C([O-])(O)=O.[Na+] (sodium bicarbonate). The reagents and catalysts are O (water), OS(=O)(=O)O (H2SO4). Run in O1CCOCC1 (1,4-dioxane). Run at time 8 hour. The product is N1CCC(CC1)OC1=NC(=CC(=C1)C1(COC1)O)C(F)(F)F (3-[2-(piperidin-4-yloxy)-6-(trifluoromethyl)pyridin-4-yl]oxetan-3-ol). RXN SMILES: [OH:1][C:2]1([C:6]2[CH:11]=[C:10]([C:12]([F:15])([F:14])[F:13])[N:9]=[C:8]([O:16][CH:17]3[CH2:22][CH2:21][N:20](C(OC(C)(C)C)=O)[CH2:19][CH2:18]3)[CH:7]=2)[CH2:5][O:4][CH2:3]1.C(=O)(O)[O-].[Na+]>O1CCOCC1.O.OS(O)(=O)=O>[NH:20]1[CH2:19][CH2:18][CH:17]([O:16][C:8]2[CH:7]=[C:6]([C:2]3([OH:1])[CH2:5][O:4][CH2:3]3)[CH:11]=[C:10]([C:12]([F:13])([F:15])[F:14])[N:9]=2)[CH2:22][CH2:21]1 |f:1.2|. Procedure: A solution of tert-butyl 4-{[4-(3-hydroxyoxetan-3-yl)-6-(trifluoromethyl)pyridin-2-yl]oxy}piperidine-1-carboxylate (0.080 g, 0.17 mmol, from Step 2) in 1,4-dioxane (1.0 mL) was treated with a few drops of water and six drops of concentrated H2SO4 and was stirred overnight. The mixture was made basic with 10 mL of saturated sodium bicarbonate solution and the product was extracted with three portions of DCM. The combined extracts were dried over sodium sulfate, filtered and concentrated to afford... The reactants are CO, C[Si](C)(C)C#Cc1cc(Cl)cc(Cl)c1, [K+], [OH-]. The product is C#Cc1cc(Cl)cc(Cl)c1. RXN SMILES: [CH3:17][OH:18].[Cl:1][c:2]1[cH:3][c:4]([C:9]#[C:10][Si:11]([CH3:12])([CH3:13])[CH3:14])[cH:5][c:6]([Cl:8])[cH:7]1.[K+:16].[OH-:15]>>[Cl:1][c:2]1[cH:3][c:4]([C:9]#[CH:10])[cH:5][c:6]([Cl:8])[cH:7]1. The reactants are [H-].[Na+] (Sodium hydride), N1C=NC=C1 (imidazole), N1C=NC=C1 (imidazole), CC(CCOCCCCBr)CCCC(C)C ((3,7-dimethyloctanyl)oxybutyl bromide), N1C=NC=C1 (Imidazole). Solvent: C(Cl)(Cl)Cl (chloroform). Conditions: time 3 day. Product: CC(CCOCCCCN1C=NC=C1)CCCC(C)C (N-[(3,7-dimethyloctanyl)oxybutyl]imidazole). The yield is 118.2%. RXN SMILES: [H-].[Na+].[CH3:3][CH:4]([CH2:13][CH2:14][CH2:15][CH:16]([CH3:18])[CH3:17])[CH2:5][CH2:6][O:7][CH2:8][CH2:9][CH2:10][CH2:11]Br.[NH:19]1[CH:23]=[CH:22][N:21]=[CH:20]1>C(Cl)(Cl)Cl>[CH3:3][CH:4]([CH2:13][CH2:14][CH2:15][CH:16]([CH3:18])[CH3:17])[CH2:5][CH2:6][O:7][CH2:8][CH2:9][CH2:10][CH2:11][N:19]1[CH:23]=[CH:22][N:21]=[CH:20]1 |f:0.1|. Procedure: Sodium hydride (1.79 g 60% dispersion in oil, 1.07 g, 44.8 mmol) was weighed out in a 250 mL round bottom flask. The mineral oils were washed out with hexane (3×15 mL). DMF (30 mL) was added, followed by (3,7-dimethyloctanyl)oxybutyl bromide (3 g, 10.2 mmol) and then the reaction mixture was stirred at room temperature under N2 for a couple of minutes. Imidazole (3.50 g, 51.4 mmol) was added in portions while cooling the reaction mixture in an ice bath. The addition of the imidazole was exotherm... Starting materials: FC(C=1C=C(C=C(C1)C(F)(F)F)C(C)=O)(F)F (3′,5′-bis(trifluoromethyl)acetophenone), N1CCCC1 (pyrrolidine), CC1=NC(=C(C(=N1)Cl)[N+](=O)[O-])Cl (2-methyl-4,6-dichloro-5-nitropyrimidine), C(C)(C)N(C(C)C)CC (N,N-diisopropylethylamine), N1CCCCC1 (piperidine), Cl[Sn]Cl (SnCl2), FC(C=1C=C(C=C(C1)C(F)(F)F)C(=C)N1CCCC1)(F)F ([1-(3,5-bis(trifluoromethyl)phenyl)vinyl]pyrrolidine). Reagents/catalysts: Cl[Ti](Cl)(Cl)Cl (TiCl4). Solvent: CN(C)C=O (DMF), CCN(CC)CC (NEt3). Product: FC(C=1C=C(C=C(C1)C(F)(F)F)C1=C2C(NC(=N1)C1CC(NCC1)C)=CC=N2)(F)F ((3,5-bis(trifluoromethyl)phenyl)-2-methyl-4-piperidylpyrrolo[3,2-d]pyrimidine). As a reaction SMILES: [F:1][C:2]([F:21])([F:20])[C:3]1[CH:4]=[C:5]([C:13]([N:15]2[CH2:19][CH2:18][CH2:17][CH2:16]2)=[CH2:14])[CH:6]=[C:7]([C:9]([F:12])([F:11])[F:10])[CH:8]=1.F[C:23](F)(F)C1C=C(C(=O)C)C=C(C(F)(F)F)C=1.[NH:39]1CC[CH2:41][CH2:40]1.CC1[N:50]=[C:49](Cl)[C:48]([N+]([O-])=O)=[C:47](Cl)[N:46]=1.C(N(CC)C(C)C)(C)C.N1CCCCC1.Cl[Sn]Cl>CN(C=O)C.Cl[Ti](Cl)(Cl)Cl.CCN(CC)CC>[F:1][C:2]([F:21])([F:20])[C:3]1[CH:4]=[C:5]([C:13]2[N:15]=[C:16]([CH:17]3[CH2:41][CH2:40][NH:39][CH:19]([CH3:23])[CH2:18]3)[NH:50][C:49]3=[CH:48][CH:47]=[N:46][C:14]=23)[CH:6]=[C:7]([C:9]([F:12])([F:11])[F:10])[CH:8]=1. Procedure details: Using the method described in Example 30 by employing [1-(3,5-bis(trifluoromethyl)phenyl)vinyl]pyrrolidine (freshly prepared before use from 3′,5′-bis(trifluoromethyl)acetophenone (Aldrich Chemical Company), pyrrolidine and TiCl4 (1.33 g, 4.30 mmol), 2-methyl-4,6-dichloro-5-nitropyrimidine (Example 76(b)) (0.90 g, 4.30 mmol), N,N-diisopropylethylamine (0.7 mL, 4.30 mmol), piperidine (0.7 mL, 6.90 mmol), NEt3 (1.0 mL) and SnCl2 (13 mL of a 2 M soln in DMF). The residue was purified by flash chrom...